From a dataset of the Open Reaction Database (ORD), a public repository of structured organic reaction records. describe an organic reaction: reactants, conditions, products, and yield Starting materials: COCCCOc1cc(C(=O)N(CC2CN(C(=O)OC(C)(C)C)CC2C=O)C2CC2)ccc1OC, NC1CC1. Yields the product COCCCOc1cc(C(=O)N(CC2CN(C(=O)OC(C)(C)C)CC2CNC2CC2)C2CC2)ccc1OC. As a reaction SMILES: [C:1]([CH3:2])([CH3:3])([CH3:4])[O:5][C:6](=[O:7])[N:8]1[CH2:9][CH:10]([CH2:15][N:16]([C:17]([c:18]2[cH:19][c:20]([O:26][CH2:27][CH2:28][CH2:29][O:30][CH3:31])[c:21]([O:24][CH3:25])[cH:22][cH:23]2)=[O:32])[CH:33]2[CH2:34][CH2:35]2)[CH:11]([CH:13]=[O:14])[CH2:12]1.[CH:36]1([NH2:39])[CH2:37][CH2:38]1>>[C:1]([CH3:2])([CH3:3])([CH3:4])[O:5][C:6](=[O:7])[N:8]1[CH2:9][CH:10]([CH2:15][N:16]([C:17]([c:18]2[cH:19][c:20]([O:26][CH2:27][CH2:28][CH2:29][O:30][CH3:31])[c:21]([O:24][CH3:25])[cH:22][cH:23]2)=[O:32])[CH:33]2[CH2:34][CH2:35]2)[CH:11]([CH2:13][NH:39][CH:36]2[CH2:37][CH2:38]2)[CH2:12]1. Starting materials: CC(=O)C=C (methylvinylketone), O1CCC(CC1)C=O (tetrahydropyran-4-carboxaldehyde), O (water), CC(=O)C=C (methylvinylketone), S(O)(O)(=O)=O (sulphuric acid). Solvent: C(C)(=O)OCC (ethyl acetate), C1(=CC=CC=C1)C (toluene). Conditions: time 3 hour. The product is C1COCCC12C=CC(CC2)=O (3-oxaspiro[5.5]undec-7-en-9-one). As a reaction SMILES: [O:1]1[CH2:6][CH2:5][CH:4]([CH:7]=O)[CH2:3][CH2:2]1.[CH3:9][C:10]([CH:12]=[CH2:13])=[O:11].S(=O)(=O)(O)O.O>C1(C)C=CC=CC=1.C(OCC)(=O)C>[CH2:5]1[C:4]2([CH2:7][CH2:9][C:10](=[O:11])[CH:12]=[CH:13]2)[CH2:3][CH2:2][O:1][CH2:6]1. Reported procedure: 5.00 g (43.8 mmol) tetrahydropyran-4-carboxaldehyde and 3.56 ml (43.9 mmol) methylvinylketone were boiled in 70 ml of toluene with 0.07 ml conc. sulphuric acid using a water separator. After 3 h another 3.56 ml methylvinylketone were added and the mixture was boiled for a further 3 h. After cooling the reaction mixture was taken up in ethyl acetate, washed with water, dried and concentrated by rotary evaporation. The reactants are C(C)(=O)N1[C@H]2C(O[C@@H](C1)C2)=O ((1R,4R)-5-acetyl-2-oxa-5-aza-bicyclo[2.2.1]heptan-3-one), N1CCNCCC1 ([1,4]diazepane). Run in C(C)(C)(CC)O (t-amyl alcohol). Reaction conditions: time 17 hour. Yields the product N1(CCNCCC1)C(=O)[C@@H]1N(C[C@@H](C1)O)C(C)=O ((2R,4R)-1-[2-([1,4]Diazepane-1-carbonyl)-4-hydroxy-pyrrolidin-1-yl]-ethanone). Isolated yield 71.9%. Reaction SMILES: [C:1]([N:4]1[CH2:9][C@H:8]2[CH2:10][C@@H:5]1[C:6](=[O:11])[O:7]2)(=[O:3])[CH3:2].[NH:12]1[CH2:18][CH2:17][CH2:16][NH:15][CH2:14][CH2:13]1>C(O)(CC)(C)C>[N:12]1([C:6]([C@H:5]2[CH2:10][C@@H:8]([OH:7])[CH2:9][N:4]2[C:1](=[O:3])[CH3:2])=[O:11])[CH2:18][CH2:17][CH2:16][NH:15][CH2:14][CH2:13]1. Procedure: A mixture of (1R,4R)-5-acetyl-2-oxa-5-aza-bicyclo[2.2.1]heptan-3-one (310.3 g, 2.0 mol) and [1,4]diazepane (500.85 g, 5 mol) in t-amyl alcohol (3.0 L) was held at 90° C. for 17 h. The mixture was then concentrated to remove t-amyl alcohol (2.4 L). The resulting slurry was filtered and washed with EtOAc (1 L) to provide the title compound as a solid (367 g, 72%). MS (ESI): mass calcd. for C12H21N3O3, 255.2; m/z found, 256.2 [M+H]+. 1H NMR (CDCl3): 5.95 (br s, 1H), 4.93-4.68 (m, 1H), 4.48-4.32 (m,... The reactants are FC(C=1C=CC2=C(C(=NO2)NCC(=O)O)C1)(F)F ((5-Trifluoromethyl-benzo[d]isoxazol-3-ylamino)-acetic acid), C(C)(C)(C)OC(=O)N1CC(C1)N (3-amino-azetidine-1-carboxylic acid tert-butyl ester), CCN=C=NCCCN(C)C (EDCI), C=1C=CC2=C(C1)N=NN2O (HOBt). Solvent: C(Cl)Cl (DCM). Product: C(C)(C)(C)OC(=O)N1CC(C1)NC(CNC1=NOC2=C1C=C(C=C2)C(F)(F)F)=O (3-[2-(5-Trifluoromethyl-benzo[d]isoxazol-3-ylamino)-acetylamino]-azetidine-1-carboxylic acid tert-butyl ester). As a reaction SMILES: [F:1][C:2]([F:18])([F:17])[C:3]1[CH:4]=[CH:5][C:6]2[O:10][N:9]=[C:8]([NH:11][CH2:12][C:13]([OH:15])=O)[C:7]=2[CH:16]=1.[C:19]([O:23][C:24]([N:26]1[CH2:29][CH:28]([NH2:30])[CH2:27]1)=[O:25])([CH3:22])([CH3:21])[CH3:20].CCN=C=NCCCN(C)C.C1C=CC2N(O)N=NC=2C=1>C(Cl)Cl>[C:19]([O:23][C:24]([N:26]1[CH2:29][CH:28]([NH:30][C:13](=[O:15])[CH2:12][NH:11][C:8]2[C:7]3[CH:16]=[C:3]([C:2]([F:1])([F:18])[F:17])[CH:4]=[CH:5][C:6]=3[O:10][N:9]=2)[CH2:27]1)=[O:25])([CH3:22])([CH3:20])[CH3:21]. Procedure: (5-Trifluoromethyl-benzo[d]isoxazol-3-ylamino)-acetic acid (2.6 g, 9.99 mmol), 3-amino-azetidine-1-carboxylic acid tert-butyl ester (1.72 g, 9.99 mmol), EDCI (2.3 g, 12.0 mmol), HOBt (1.62 g, 12.0 mmol) in DCM (20 mL) were stirred at room temperature for 4 hours. The reaction was then partitioned between DCM and water. The aqueous layer was extracted two times with DCM. The combined organic layer was washed with brine, dried over anhydrous Na2SO4, filtered and concentrated to give the crude mate... Starting materials: [OH-].[Na+] (NaOH), Cl (HCl), IC1=CC=C(C=C1)N1N=C(N=C1)C(=O)OC (Methyl 1-(4-iodophenyl)-1,2,4-triazole-3-carboxylate), [OH-].[Na+] (NaOH). Run in C1CCOC1 (THF), CO (MeOH), CO (MeOH), C1CCOC1 (THF). Conditions: time 2 hour. Yields the product IC1=CC=C(C=C1)N1N=C(N=C1)C(=O)O (1-(4-iodophenyl)-1,2,4-triazole-3-carboxylic acid). Yield: 86.3%. RXN SMILES: [I:1][C:2]1[CH:7]=[CH:6][C:5]([N:8]2[CH:12]=[N:11][C:10]([C:13]([O:15]C)=[O:14])=[N:9]2)=[CH:4][CH:3]=1.[OH-].[Na+].Cl>CO.C1COCC1>[I:1][C:2]1[CH:7]=[CH:6][C:5]([N:8]2[CH:12]=[N:11][C:10]([C:13]([OH:15])=[O:14])=[N:9]2)=[CH:4][CH:3]=1 |f:1.2|. Reported procedure: Methyl 1-(4-iodophenyl)-1,2,4-triazole-3-carboxylate (830 mg, 2.5 mmol) was dissolved in MeOH (20 mL) and THF (10 mL). 1 M NaOH (2.5 mL, 2.5 mmol) was added and the mixture stirred at room temperature for 2 h. Additional 1 M NaOH was added (2.5 mL, 2.5 mmol) and the reaction was heated to 50° C. for 30 minutes. After cooling to room temperature, the pH was adjusted to 4 by the addition of 6 M HCl, MeOH and THF were removed under reduced pressure and the resulting white precipitate was collected ... Reactants: CC1=NC2=C(N1)C=C(C=C2OCC2=CC=CC=C2)C#N (2-Methyl-4-[(phenylmethyl)oxy]-1H-benzimidazole-6-carbonitrile), [OH-].[K+] (potassium hydroxide), C(CO)O (ethylene glycol), Cl (hydrochloric acid). Product: CC1=NC2=C(N1)C=C(C=C2OCC2=CC=CC=C2)C(=O)O (2-Methyl-4-[(phenylmethyl)oxy]-1H-benzimidazole-6-carboxylic Acid). The yield is 93.0%. RXN SMILES: [CH3:1][C:2]1[NH:6][C:5]2[CH:7]=C(C#N)[CH:9]=[C:10]([O:11][CH2:12][C:13]3[CH:18]=[CH:17][CH:16]=[CH:15][CH:14]=3)[C:4]=2[N:3]=1.[OH-:21].[K+].Cl.[CH2:24]([OH:27])[CH2:25]O>>[CH3:1][C:2]1[NH:6][C:5]2[CH:7]=[C:25]([C:24]([OH:27])=[O:21])[CH:9]=[C:10]([O:11][CH2:12][C:13]3[CH:18]=[CH:17][CH:16]=[CH:15][CH:14]=3)[C:4]=2[N:3]=1 |f:1.2|. Reported procedure: A solution of 2-methyl-4-[(phenylmethyl)oxy]-1H-benzimidazole-6-carbonitrile (3.82 g, 14.5 mmol, STEP 3) and potassium hydroxide (85%, 10.2 g, 15.4 mmol) in ethylene glycol (50 mL) was heated to 170° C. for 20 minutes in the microwave synthesizer (Biotage, Emrys Optimizer). After cooling to room temperature, the mixture was acidified with 2M hydrochloric acid aqueous solution (pH=3). The precipitated solid was collected by filtration to afford the title compound as a white solid (3.83 g, 93%). Starting materials: Cc1ccc(S(=O)(=O)n2cc(I)c3nc(Br)cnc32)cc1, O=C([O-])O, COc1ccccc1B(O)O, CC#N, CCOC(C)=O, Cl[Pd-2](Cl)([PH](c1ccccc1)(c1ccccc1)c1ccccc1)[PH](c1ccccc1)(c1ccccc1)c1ccccc1, [Na+]. RXN SMILES: [Br:1][c:2]1[n:3][c:4]2[c:5]([n:6][cH:7]1)[n:8]([S:12](=[O:13])(=[O:14])[c:15]1[cH:16][cH:17][c:18]([CH3:21])[cH:19][cH:20]1)[cH:9][c:10]2[I:11].[C:36](=[O:37])([OH:38])[O-:39].[CH3:22][O:23][c:24]1[c:25]([B:30]([OH:31])[OH:32])[cH:26][cH:27][cH:28][cH:29]1.[CH3:33][C:34]#[N:35].[CH3:82][CH2:83][O:84][C:85](=[O:86])[CH3:87].[Cl:41][Pd-2:42]([Cl:43])([PH:44]([c:45]1[cH:46][cH:47][cH:48][cH:49][cH:50]1)([c:51]1[cH:52][cH:53][cH:54][cH:55][cH:56]1)[c:57]1[cH:58][cH:59][cH:60][cH:61][cH:62]1)[PH:63]([c:64]1[cH:65][cH:66][cH:67][cH:68][cH:69]1)([c:70]1[cH:71][cH:72][cH:73][cH:74][cH:75]1)[c:76]1[cH:77][cH:78][cH:79][cH:80][cH:81]1.[Na+:40]>>[Br:1][c:2]1[n:3][c:4]2[c:5]([n:6][cH:7]1)[n:8]([S:12](=[O:13])(=[O:14])[c:15]1[cH:16][cH:17][c:18]([CH3:21])[cH:19][cH:20]1)[cH:9][c:10]2-[c:25]1[c:24]([O:23][CH3:22])[cH:29][cH:28][cH:27][cH:26]1. Yields the product COc1ccccc1-c1cn(S(=O)(=O)c2ccc(C)cc2)c2ncc(Br)nc12.